describe an organic reaction: reactants, conditions, products, and yield From a dataset of the Open Reaction Database (ORD), a public repository of structured organic reaction records. The reactants are Cl (hydrochloric acid), COC1=C(C=CC(=C1)OC)CN (1-(2,4-dimethoxyphenyl)methanamine), BrC=1N=C(SC1)[C@@]12N=C(SC[C@@H]1C[C@@H](OC2)C)NC(C2=CC=CC=C2)=O (N-[(4aR,6S,8aR)-8a-(4-bromo-1,3-thiazol-2-yl)-6-methyl-4,4a,5,6,8,8a-hexahydropyrano[3,4-d][1,3]thiazin-2-yl]benzamide), CC(C)([O-])C.[Na+] (Sodium tert-butoxide), C(C)(C)(C)P(C1=C(C=CC=C1)C1=C(C=C(C=C1C(C)C)C(C)C)C(C)C)C(C)(C)C (di-tert-butyl[2′,4′,6′-tri(propan-2-yl)biphenyl-2-yl]phosphane), Cl (hydrochloric acid). Reagents/catalysts: C=1C=CC(=CC1)/C=C/C(=O)/C=C/C2=CC=CC=C2.C=1C=CC(=CC1)/C=C/C(=O)/C=C/C2=CC=CC=C2.C=1C=CC(=CC1)/C=C/C(=O)/C=C/C2=CC=CC=C2.[Pd].[Pd] (tris(dibenzylideneacetone)dipalladium(0)). Solvent: O1CCOCC1 (1,4-dioxane), O1CCOCC1 (1,4-dioxane). Conditions: temperature 65 celsius, time 1 hour. Product: NC=1N=C(SC1)[C@@]12N=C(SC[C@@H]1C[C@@H](OC2)C)NC(C2=CC=CC=C2)=O (N-[(4aR,6S,8aR)-8a-(4-amino-1,3-thiazol-2-yl)-6-methyl-4,4a,5,6,8,8a-hexahydropyrano[3,4-d][1,3]thiazin-2-yl]benzamide). Reaction SMILES: CC(C)([O-])C.[Na+].C(P(C(C)(C)C)C1C=CC=CC=1C1C(C(C)C)=CC(C(C)C)=CC=1C(C)C)(C)(C)C.COC1C=C(OC)C=CC=1C[NH2:48].Br[C:50]1[N:51]=[C:52]([C@:55]23[CH2:64][O:63][C@@H:62]([CH3:65])[CH2:61][C@H:60]2[CH2:59][S:58][C:57]([NH:66][C:67](=[O:74])[C:68]2[CH:73]=[CH:72][CH:71]=[CH:70][CH:69]=2)=[N:56]3)[S:53][CH:54]=1.Cl>O1CCOCC1.C1C=CC(/C=C/C(/C=C/C2C=CC=CC=2)=O)=CC=1.C1C=CC(/C=C/C(/C=C/C2C=CC=CC=2)=O)=CC=1.C1C=CC(/C=C/C(/C=C/C2C=CC=CC=2)=O)=CC=1.[Pd].[Pd]>[NH2:48][C:50]1[N:51]=[C:52]([C@:55]23[CH2:64][O:63][C@@H:62]([CH3:65])[CH2:61][C@H:60]2[CH2:59][S:58][C:57]([NH:66][C:67](=[O:74])[C:68]2[CH:73]=[CH:72][CH:71]=[CH:70][CH:69]=2)=[N:56]3)[S:53][CH:54]=1 |f:0.1,7.8.9.10.11|. Procedure details: Sodium tert-butoxide (530 mg, 5.51 mmol), tris(dibenzylideneacetone)dipalladium(0) (102 mg, 0.111 mmol), and di-tert-butyl[2′,4′,6′-tri(propan-2-yl)biphenyl-2-yl]phosphane (141 mg, 0.332 mmol) were dissolved in degassed 1,4-dioxane (5 mL), and the reaction flask was purged with nitrogen and heated to 65° C. for 3 minutes. To this was added a solution of 1-(2,4-dimethoxyphenyl)methanamine (0.564 mL, 3.75 mmol) and C6 (1.00 g, 2.21 mmol) in 1,4-dioxane (5 mL), and the reaction mixture was heated a... Reactants: TEA, O(CC)CC (O(Et)2), C(#N)C1=C(C(=O)C(=C(C1=O)Cl)Cl)C#N (DDQ), S(C#N)CC=1C=C(C=O)C=CC1 (m-(Thiocyanatomethyl)benzaldehyde), C1=CC=C(C=C1)C(C2=CC=CN2)C3=CC=CN3 (5-phenyldipyrromethane), [NH4+].[Cl-] (NH4Cl). The solvent is C(C)#N (acetonitrile). Reaction conditions: time 6.5 hour. Product: C1(=CC=CC=C1)C=1C=2C=CC(=C(C3=CC=C(N3)C(=C3C=CC(C(=C4C=CC1N4)C4=CC=CC=C4)=N3)C3=CC=CC=C3)C3=CC(=CC=C3)CSC#N)N2 (10,15,20-triphenyl-5-[m-(thiocyanatomethyl)phenyl]porphyrin). Isolated yield 9.7%. Reaction SMILES: [S:1]([CH2:4][C:5]1[CH:6]=[C:7]([CH:10]=[CH:11][CH:12]=1)[CH:8]=O)[C:2]#[N:3].[CH:13]1[CH:18]=[CH:17][C:16]([CH:19]([C:25]2[NH:29][CH:28]=[CH:27][CH:26]=2)[C:20]2[NH:24][CH:23]=[CH:22][CH:21]=2)=[CH:15][CH:14]=1.[NH4+:30].[Cl-].O([CH2:35][CH3:36])CC.C([C:39]1[C:45](=O)[C:44](Cl)=[C:43](Cl)[C:41](=O)[C:40]=1[C:49]#N)#N>C(#N)C>[C:40]1([C:49]2[C:23]3[CH:22]=[CH:21][C:20]([N:24]=3)=[C:8]([C:7]3[CH:10]=[CH:11][CH:12]=[C:5]([CH2:4][S:1][C:2]#[N:3])[CH:6]=3)[C:28]3[NH:29][C:25]([C:19]([C:16]4[CH:17]=[CH:18][CH:13]=[CH:14][CH:15]=4)=[C:20]4[N:24]=[C:23]([C:15]([C:36]5[CH:35]=[CH:16][CH:19]=[CH:25][CH:26]=5)=[C:14]5[NH:30][C:17]=2[CH:18]=[CH:13]5)[CH:22]=[CH:21]4)=[CH:26][CH:27]=3)[CH:39]=[CH:45][CH:44]=[CH:43][CH:41]=1 |f:2.3|. Procedure details: A mixture of 316 mg of m-(thiocyanatomethyl)benzaldehyde (10, 1.8 mmol), 396 mg of 5-phenyldipyrromethane (Lee and Lindsey (1994) Tetrahedron, 50: 11427-11440, Littler et al. (1999) J. Org. Chem., 64: 1391-1396) (1.8 mmol) and 1.07 g of NH4Cl (20.0 mmol) in 200 mL of acetonitrile was purged with argon for 30 min. Under stirring at ambient temperature 23 μL of BF3.O(Et)2 (26 mg, 0.18 mmol) was added. Soon the solution turned to yellow and later to dark red. After 6.5 h, 607 mg of DDQ (2.7 mmol) w...